Dataset: the Open Reaction Database (ORD), a public repository of structured organic reaction records. Task: describe an organic reaction: reactants, conditions, products, and yield The reactants are O=C(c1ccccc1)N1CCc2[nH]c3cccc(-c4ccccc4OC4CCCC4)c3c2CC1, CO, ClC(Cl)Cl, [K+], [NH4+], [OH-], [OH-], O, OCCO. The product is c1ccc(-c2cccc3[nH]c4c(c23)CCNCC4)c(OC2CCCC2)c1. RXN SMILES: [C:1](=[O:2])([c:3]1[cH:4][cH:5][cH:6][cH:7][cH:8]1)[N:9]1[CH2:10][CH2:11][c:12]2[nH:13][c:14]3[cH:15][cH:16][cH:17][c:18](-[c:23]4[c:24]([O:29][CH:30]5[CH2:31][CH2:32][CH2:33][CH2:34]5)[cH:25][cH:26][cH:27][cH:28]4)[c:19]3[c:20]2[CH2:21][CH2:22]1.[CH3:48][OH:49].[CH:44]([Cl:45])([Cl:46])[Cl:47].[K+:36].[NH4+:42].[OH-:35].[OH-:41].[OH2:43].[OH:37][CH2:38][CH2:39][OH:40]>>[NH:9]1[CH2:10][CH2:11][c:12]2[nH:13][c:14]3[cH:15][cH:16][cH:17][c:18](-[c:23]4[c:24]([O:29][CH:30]5[CH2:31][CH2:32][CH2:33][CH2:34]5)[cH:25][cH:26][cH:27][cH:28]4)[c:19]3[c:20]2[CH2:21][CH2:22]1.